From a dataset of the Open Reaction Database (ORD), a public repository of structured organic reaction records. describe an organic reaction: reactants, conditions, products, and yield Starting materials: O=C(CBr)c1ccc2ccccc2c1, CC#N, O=C(OC1CN2CCC1CC2)C(Nc1ccccc1)c1ccccc1. Yields the product [Br-], O=C(C[N+]12CCC(CC1)C(OC(=O)C(Nc1ccccc1)c1ccccc1)C2)c1ccc2ccccc2c1. Reaction SMILES: [Br:26][CH2:27][C:28](=[O:29])[c:30]1[cH:31][c:32]2[cH:33][cH:34][cH:35][cH:36][c:37]2[cH:38][cH:39]1.[CH3:40][C:41]#[N:42].[c:1]1([CH:7]([C:8](=[O:9])[O:10][CH:11]2[CH2:12][N:13]3[CH2:14][CH2:15][CH:16]2[CH2:17][CH2:18]3)[NH:19][c:20]2[cH:21][cH:22][cH:23][cH:24][cH:25]2)[cH:2][cH:3][cH:4][cH:5][cH:6]1>>[Br-:26].[c:1]1([CH:7]([C:8](=[O:9])[O:10][CH:11]2[CH2:12][N+:13]3([CH2:27][C:28](=[O:29])[c:30]4[cH:31][c:32]5[cH:33][cH:34][cH:35][cH:36][c:37]5[cH:38][cH:39]4)[CH2:14][CH2:15][CH:16]2[CH2:17][CH2:18]3)[NH:19][c:20]2[cH:21][cH:22][cH:23][cH:24][cH:25]2)[cH:2][cH:3][cH:4][cH:5][cH:6]1. The reactants are NC1=C(C=CC(=C1)C1=CC=CC=C1)O (2-amino-4-phenylphenol), NC=1C=C(C(=O)O)C=CC1 (3-aminobenzoic acid). Product: NC=1C=C(C=CC1)C=1OC2=C(N1)C=C(C=C2)C2=CC=CC=C2 (2-(3-Aminophenyl)-5-phenylbenzoxazole). RXN SMILES: [NH2:1][C:2]1[CH:7]=[C:6]([C:8]2[CH:13]=[CH:12][CH:11]=[CH:10][CH:9]=2)[CH:5]=[CH:4][C:3]=1[OH:14].[NH2:15][C:16]1[CH:17]=[C:18]([CH:22]=[CH:23][CH:24]=1)[C:19](O)=O>>[NH2:15][C:16]1[CH:17]=[C:18]([C:19]2[O:14][C:3]3[CH:4]=[CH:5][C:6]([C:8]4[CH:13]=[CH:12][CH:11]=[CH:10][CH:9]=4)=[CH:7][C:2]=3[N:1]=2)[CH:22]=[CH:23][CH:24]=1. Reported procedure: Prepared by the method of Example 1a), from 2-amino-4-phenylphenol (674 mg, 3.6 mmol) and 3-aminobenzoic acid (500 mg, 3.6 mmol) the subtitle compound was obtained, 84 mg (8%). 1H NMR (CDCl3) δ 7.97(bs, 1H), 7.70–7.57(m, 5H), 7.49(t, 1H), 7.45–7.35(m, 2H), 6.96(d, J=7.9 Hz, 1H). MS 287 m/z (M+H)+. Starting materials: [H-].[Na+] (NaH), ClC1=C(C=C(C(=C1)OC)C)C=1N=C(SC1C)C1(CC1)C1=C(C=CC=C1)O (2-{1-[4-(2-Chloro-4-methoxy-5-methyl-phenyl)-5-methyl-thiazol-2-yl]-cyclopropyl}-phenol), BrCC#N (Bromoacetonitrile). Reaction SMILES: [Cl:1][C:2]1[CH:7]=[C:6]([O:8][CH3:9])[C:5]([CH3:10])=[CH:4][C:3]=1[C:11]1[N:12]=[C:13]([C:17]2([C:20]3[CH:25]=[CH:24][CH:23]=[CH:22][C:21]=3[OH:26])[CH2:19][CH2:18]2)[S:14][C:15]=1[CH3:16].[H-].[Na+].Br[CH2:30][C:31]#[N:32]>O1CCCC1>[Cl:1][C:2]1[CH:7]=[C:6]([O:8][CH3:9])[C:5]([CH3:10])=[CH:4][C:3]=1[C:11]1[N:12]=[C:13]([C:17]2([C:20]3[CH:25]=[CH:24][CH:23]=[CH:22][C:21]=3[O:26][CH2:30][C:31]#[N:32])[CH2:19][CH2:18]2)[S:14][C:15]=1[CH3:16] |f:1.2|. The solvent is O1CCCC1 (tetrahydrofuran). Conditions: time 30 minute. Procedure: 2-{1-[4-(2-Chloro-4-methoxy-5-methyl-phenyl)-5-methyl-thiazol-2-yl]-cyclopropyl}-phenol (Example 126) (15 mg, 0.04 mmol) was dissolved in tetrahydrofuran (THF) (1 ml), treated with 1.1 mg NaH (0.044 mmol) at room temperature and stirred for 30 min. Bromoacetonitrile (5.5 mg, 0.044 mmol) was then added to the reaction vessel. The reaction mixtures was stirred overnight. The reaction mixture was quenched with 0.5 ml water and the THF removed in vacuo The residue was partitioned between ethyl aceta... Product: ClC1=C(C=C(C(=C1)OC)C)C=1N=C(SC1C)C1(CC1)C1=C(OCC#N)C=CC=C1 ((2-{1-[4-(2-Chloro-4-methoxy-5-methyl-phenyl)-5-methyl-thiazol-2-yl]-cyclopropyl}-phenoxy)-acetonitrile).